Dataset: the Open Reaction Database (ORD), a public repository of structured organic reaction records. Task: describe an organic reaction: reactants, conditions, products, and yield The reactants are CC1(OB(OC1(C)C)B1OC(C(O1)(C)C)(C)C)C (4,4,4′,4′,5,5,5′,5′-octamethyl-2,2′-bi(1,3,2-dioxaborolane)), C(C)(=O)[O-].[K+] (potassium acetate), ClC=1C=C(C=C(C1)F)N1N=CC=2C1=NC=CC2I (1-(3-chloro-5-fluorophenyl)-4-iodo-1H-pyrazolo[3,4-b]pyridine), C(Cl)Cl (CH2Cl2). The solvent is CS(=O)C (DMSO). Conditions: temperature 85 celsius. Yields the product ClC=1C=C(C=C(C1)F)N1N=CC=2C1=NC=CC2B(O)O (1-(3-chloro-5-fluorophenyl)-1H-pyrazolo[3,4-b]pyridin-4-ylboronic acid). RXN SMILES: [Cl:1][C:2]1[CH:3]=[C:4]([N:9]2[C:13]3=[N:14][CH:15]=[CH:16][C:17](I)=[C:12]3[CH:11]=[N:10]2)[CH:5]=[C:6]([F:8])[CH:7]=1.CC1(C)C(C)(C)[O:23][B:22](B2OC(C)(C)C(C)(C)O2)[O:21]1.C([O-])(=O)C.[K+].C(Cl)Cl>CS(C)=O>[Cl:1][C:2]1[CH:3]=[C:4]([N:9]2[C:13]3=[N:14][CH:15]=[CH:16][C:17]([B:22]([OH:23])[OH:21])=[C:12]3[CH:11]=[N:10]2)[CH:5]=[C:6]([F:8])[CH:7]=1 |f:2.3|. Procedure: To a 48 mL pressure bottle containing Intermediate 75A (558.6 mg, 1.46 mmol) was added 4,4,4′,4′,5,5,5′,5′-octamethyl-2,2′-bi(1,3,2-dioxaborolane) (569.2 mg, 2.24 mmol), potassium acetate (584.3 mg, 5.95 mmol), and anhydrous DMSO (11 mL). The reaction mixture was flushed with argon and treated with PdCl2(dppf).CH2Cl2 (59.1 mg, 0.081 mmol). The reaction mixture was heated to 85° C. for 1 h and then at 105° C. for 1.5 h to give conversion to the desired product. LC/MS (Condition B): ret. T=4.29 mi... Reactants: C#C (acetylene), [SiH](Cl)(Cl)Cl (HSiCl3). Yields the product [Si](Cl)(Cl)(Cl)CC[Si](Cl)(Cl)Cl (Cl3 SiCH2CH2SiCl3). As a reaction SMILES: [CH:1]#[CH:2].[SiH:3]([Cl:6])([Cl:5])[Cl:4]>>[Si:3]([CH2:1][CH2:2][Si:3]([Cl:6])([Cl:5])[Cl:4])([Cl:6])([Cl:5])[Cl:4]. Procedure details: An example is the reaction of acetylene with HSiCl3 to give Cl3 SiCH2CH2SiCl3 in the first step of the process. An intermediate produced is CH2 =CHSiCl3, which can be used as starting material in place of acetylene and, when reacted with HSiCl3, leads to the same end product of the first step of the process, Cl3SiCH2CH2SiCl3. Starting materials: C[Si](C#CC)(C)C (1-(Trimethylsilyl)propyne), NC1=C(C=C(C#N)C=C1)I (4-amino-3-iodobenzonitrile), [Cl-].[Li+] (lithium chloride), C([O-])([O-])=O.[Na+].[Na+] (sodium carbonate). Reagents/catalysts: C1=CC=C(C=C1)P([C-]2C=CC=C2)C3=CC=CC=C3.C1=CC=C(C=C1)P([C-]2C=CC=C2)C3=CC=CC=C3.Cl[Pd]Cl.[Fe+2] (Pd(dppf)Cl2). Run in CN(C=O)C (dimethylformamide), O (water), C(C)(=O)OCC (ethyl acetate). Reaction conditions: temperature 100 celsius, time 16 hour. The product is CC1=C(NC2=CC=C(C=C12)C#N)[Si](C)(C)C (3-Methyl-2-trimethylsilanyl-1H-indole-5-carbonitrile). Reaction SMILES: [CH3:1][Si:2]([CH3:7])([CH3:6])[C:3]#[C:4][CH3:5].[NH2:8][C:9]1[CH:16]=[CH:15][C:12]([C:13]#[N:14])=[CH:11][C:10]=1I.[Cl-].[Li+].C(=O)([O-])[O-].[Na+].[Na+]>C1C=CC(P(C2C=CC=CC=2)[C-]2C=CC=C2)=CC=1.C1C=CC(P(C2C=CC=CC=2)[C-]2C=CC=C2)=CC=1.Cl[Pd]Cl.[Fe+2].C(OCC)(=O)C.O.CN(C)C=O>[CH3:5][C:4]1[C:16]2[C:9](=[CH:10][CH:11]=[C:12]([C:13]#[N:14])[CH:15]=2)[NH:8][C:3]=1[Si:2]([CH3:7])([CH3:6])[CH3:1] |f:2.3,4.5.6,7.8.9.10|. Reported procedure: 1-(Trimethylsilyl)propyne (2.23 ml, 1.68 g, 15.0 mmol), 4-amino-3-iodobenzonitrile (3.33 g, 13.65 mmol), lithium chloride (606 mg, 14.3 mmol) and sodium carbonate (4.35 g, 40.95 mmol) were added successively to abs. dimethylformamide (60 ml) under argon. Pd(dppf)Cl2 (1.116 g, 1.365 mmol) was added to this mixture and the reaction mixture was heated at 100° C. with exclusion of moisture for 6 h and then stirred at room temperature for 16 h. For working up of the mixture, water (150 ml) and ethyl ... Starting materials: [H-].[Al+3].[Li+].[H-].[H-].[H-] (Lithium aluminum hydride), C(C1=CC=CC=C1)OC=1C=CC=C2C(=CNC12)C=C(C)[N+](=O)[O-] (7-benzyloxy-3-(2-nitroprop-1-enyl)-1H-indole), [H-].[Al+3].[Li+].[H-].[H-].[H-] (LAH). Solvent: O1CCCC1 (tetrahydrofuran), O1CCCC1 (tetrahydrofuran). Run at temperature 30 celsius, time 2 hour. Yields the product C(C1=CC=CC=C1)OC=1C=CC=C2C(=CNC12)CC(C)N (7-benzyloxy-3-(2-aminopropyl)-1H-indole). Reaction SMILES: [H-].[Al+3].[Li+].[H-].[H-].[H-].[CH2:7]([O:14][C:15]1[CH:16]=[CH:17][CH:18]=[C:19]2[C:23]=1[NH:22][CH:21]=[C:20]2[CH:24]=[C:25]([N+:27]([O-])=O)[CH3:26])[C:8]1[CH:13]=[CH:12][CH:11]=[CH:10][CH:9]=1>O1CCCC1>[CH2:7]([O:14][C:15]1[CH:16]=[CH:17][CH:18]=[C:19]2[C:23]=1[NH:22][CH:21]=[C:20]2[CH2:24][CH:25]([NH2:27])[CH3:26])[C:8]1[CH:13]=[CH:12][CH:11]=[CH:10][CH:9]=1 |f:0.1.2.3.4.5|. Reported procedure: Lithium aluminum hydride (LAH, 24 g, 600 mmol) is added portionwise to dry tetrahydrofuran (1800 mL) at −5° C. to 5° C. A solution of the nitroolefin from above (61.6 g, 200 mmol) in tetrahydrofuran (1200 mL) is added to the LAH solution over 30 minutes while maintaining the temperature at −5° C. to 5° C. When the addition is complete, the reaction mixture is allowed to warm to 30° C. over 1.5 hours and is stirred at 25° C. to 35° C. for 2 hours. To complete the reaction, the mixture is heated t... Reactants: CS(=O)(=O)CS(=O)(=O)[O-], ClP(Cl)(Cl)(Cl)Cl, Cl, [Na+], O=P(Cl)(Cl)Cl. Yields the product CS(=O)(=O)CS(=O)(=O)Cl. RXN SMILES: [CH3:7][S:8](=[O:9])(=[O:10])[CH2:11][S:12](=[O:13])(=[O:14])[O-:15].[Cl:1][P:2]([Cl:3])([Cl:4])([Cl:5])[Cl:6].[ClH:17].[Na+:16].[P:18]([Cl:19])([Cl:20])([Cl:21])=[O:22]>>[CH3:7][S:8](=[O:9])(=[O:10])[CH2:11][S:12](=[O:13])(=[O:15])[Cl:17]. Reactants: CO, Cl, Nc1ccc(F)c(C(=O)O)c1. Product: COC(=O)c1cc(N)ccc1F. Reaction SMILES: [CH3:13][OH:14].[ClH:12].[NH2:1][c:2]1[cH:3][cH:4][c:5]([F:11])[c:6]([C:7](=[O:8])[OH:9])[cH:10]1>>[NH2:1][c:2]1[cH:3][cH:4][c:5]([F:11])[c:6]([C:7](=[O:8])[O:9][CH3:13])[cH:10]1. Reactants: C(C)O (ethanol), ClC=1N=NC(=CC1)OCC=1C(=NOC1C)C1=CC(=CC=C1)F (3-chloro-6-[3-(3-fluoro-phenyl)-5-methyl-isoxazol-4-ylmethoxy]-pyridazine), C([O-])([O-])=O.[Na+].[Na+] (sodium carbonate), C(C)O (ethanol). The reagents and catalysts are C1(=CC=CC=C1)P([C-]1C=CC=C1)C1=CC=CC=C1.[C-]1(C=CC=C1)P(C1=CC=CC=C1)C1=CC=CC=C1.[Fe+2] (1,1′-bis(diphenylphosphino)ferrocene), C(C)(=O)[O-].[Pd+2].C(C)(=O)[O-] (palladium(II) acetate). Run at temperature 50 celsius. The product is C(C)OC(=O)C=1N=NC(=CC1)OCC=1C(=NOC1C)C1=CC(=CC=C1)F (6-[3-(3-Fluoro-phenyl)-5-methyl-isoxazol-4-ylmethoxy]-pyridazine-3-carboxylic acid ethyl ester). The yield is 70.0%. Reaction SMILES: Cl[C:2]1[N:3]=[N:4][C:5]([O:8][CH2:9][C:10]2[C:11]([C:16]3[CH:21]=[CH:20][CH:19]=[C:18]([F:22])[CH:17]=3)=[N:12][O:13][C:14]=2[CH3:15])=[CH:6][CH:7]=1.[C:23](=[O:26])([O-])[O-:24].[Na+].[Na+].[CH2:29](O)[CH3:30]>C1(P(C2C=CC=CC=2)[C-]2C=CC=C2)C=CC=CC=1.[C-]1(P(C2C=CC=CC=2)C2C=CC=CC=2)C=CC=C1.[Fe+2].C([O-])(=O)C.[Pd+2].C([O-])(=O)C>[CH2:29]([O:24][C:23]([C:2]1[N:3]=[N:4][C:5]([O:8][CH2:9][C:10]2[C:11]([C:16]3[CH:21]=[CH:20][CH:19]=[C:18]([F:22])[CH:17]=3)=[N:12][O:13][C:14]=2[CH3:15])=[CH:6][CH:7]=1)=[O:26])[CH3:30] |f:1.2.3,5.6.7,8.9.10|. Procedure details: To a solution of 3-chloro-6-[3-(3-fluoro-phenyl)-5-methyl-isoxazol-4-ylmethoxy]-pyridazine (4.1 g, 13 mmol) in ethanol (65 mL) was added sodium carbonate (1.37 g, 13 mmol), 1,1′-bis(diphenylphosphino)ferrocene (716 mg, 1.3 mmol) and palladium(II) acetate (290 mg, 1.3 mmol). The resulting mixture was heated at 50° C. overnight under a carbon monoxide atmosphere. After cooling to room temperature the mixture was diluted with ethanol (100 mL), filtered through Celite® and concentrated. Purification...